Dataset: the Open Reaction Database (ORD), a public repository of structured organic reaction records. Task: describe an organic reaction: reactants, conditions, products, and yield Reactants: C1(=CC(O)=CC(C)=C1)O (Orcinol), C(CCCCC)NCCCCCC (di-n-hexylamine). Product: C(CCCCC)N(C1=CC(=CC(=C1)O)C)CCCCCC (1-di-n-hexylamino-3-methyl-5-hydroxybenzene). RXN SMILES: [C:1]1(O)[CH:8]=[C:6]([CH3:7])[CH:5]=[C:3]([OH:4])[CH:2]=1.[CH2:10]([NH:16][CH2:17][CH2:18][CH2:19][CH2:20][CH2:21][CH3:22])[CH2:11][CH2:12][CH2:13][CH2:14][CH3:15]>>[CH2:17]([N:16]([CH2:10][CH2:11][CH2:12][CH2:13][CH2:14][CH3:15])[C:1]1[CH:2]=[C:3]([OH:4])[CH:5]=[C:6]([CH3:7])[CH:8]=1)[CH2:18][CH2:19][CH2:20][CH2:21][CH3:22]. Reported procedure: Orcinol (5-resorcinol) was aminized by di-n-hexylamine, so as to obtain 1-di-n-hexylamino-3-methyl-5-hydroxybenzene. The hydroxy group thereof was etherized with methyl iodide, and then nitrosoized so as to obtain 1-di-n-hexylamino-3-methyl-4-nitroso-5-methoxybenzene. The reactants are example 3g, O[C@@H](CNS(=O)(=O)C1=NC=CC=C1)[C@H](CCCC)NC(O[C@@H](C(C)(C)C)CN1N=C(C=C1)C1=CC=C(C=C1)C(F)(F)F)=O ((1S)-2,2-dimethyl-1-({3-[4-(trifluoromethyl)phenyl]-1H-pyrazol-1-yl}methyl)propyl (1S)-1-{(1S)-1-hydroxy-2-[(2-pyridinylsulfonyl)amino]ethyl}pentylcarbamate), O[C@H](CNS(=O)(=O)C1=NC=CC=C1)[C@H](CCCC)NC(O[C@@H](C(C)(C)C)CN1N=C(C=C1)C1=CC=C(C=C1)C(F)(F)F)=O ((1S)-2,2-dimethyl-1-({3-[4-(trifluoromethyl)phenyl]-1H-pyrazol-1-yl}methyl)propyl (1S)-1-{(1R)-1-hydroxy-2-[(2-pyridinylsulfonyl)amino]ethyl}pentylcarbamate), FC1=CC=CC(=N1)NC[C@H](O)[C@H](CCCC)NC(O[C@@H](C(C)(C)C)CN1N=C(C=C1)C1=CC=C(C=C1)C(F)(F)F)=O ((1S)-2,2-dimethyl-1-({3-[4-(trifluoromethyl)phenyl]-1H-pyrazol-1-yl}methyl)propyl (1S)-1-{(1S)-2-[(6-fluoro-2-pyridinyl)amino]-1-hydroxyethyl}pentylcarbamate), FC1=CC=CC(=N1)NC[C@@H](O)[C@H](CCCC)NC(O[C@@H](C(C)(C)C)CN1N=C(C=C1)C1=CC=C(C=C1)C(F)(F)F)=O ((1S)-2,2-dimethyl-1-({3-[4-(trifluoromethyl)phenyl]-1H-pyrazol-1-yl}methyl)propyl (1S)-1-{(1R)-2-[(6-fluoro-2-pyridinyl)amino]-1-hydroxyethyl}pentylcarbamate). Yields the product FC1=CC=CC(=N1)NCC(=O)[C@H](CCCC)NC(O[C@@H](C(C)(C)C)CN1N=C(C=C1)C1=CC=C(C=C1)C(F)(F)F)=O ((1S)-2,2-dimethyl-1-({3-[4-(trifluoromethyl)phenyl]-1H-pyrazol-1-yl}methyl)propyl (1S)-1-{[(6-fluoro-2-pyridinyl)amino]acetyl}pentylcarbamate). As a reaction SMILES: [F:1][C:2]1[N:7]=[C:6]([NH:8][CH2:9][C@@H:10]([C@@H:12]([NH:17][C:18](=[O:41])[O:19][C@H:20]([CH2:25][N:26]2[CH:30]=[CH:29][C:28]([C:31]3[CH:36]=[CH:35][C:34]([C:37]([F:40])([F:39])[F:38])=[CH:33][CH:32]=3)=[N:27]2)[C:21]([CH3:24])([CH3:23])[CH3:22])[CH2:13][CH2:14][CH2:15][CH3:16])[OH:11])[CH:5]=[CH:4][CH:3]=1.FC1N=C(NC[C@H]([C@@H](NC(=O)O[C@H](CN2C=CC(C3C=CC(C(F)(F)F)=CC=3)=N2)C(C)(C)C)CCCC)O)C=CC=1.O[C@H]([C@@H](NC(=O)O[C@H](CN1C=CC(C2C=CC(C(F)(F)F)=CC=2)=N1)C(C)(C)C)CCCC)CNS(C1C=CC=CN=1)(=O)=O.O[C@@H]([C@@H](NC(=O)O[C@H](CN1C=CC(C2C=CC(C(F)(F)F)=CC=2)=N1)C(C)(C)C)CCCC)CNS(C1C=CC=CN=1)(=O)=O>>[F:1][C:2]1[N:7]=[C:6]([NH:8][CH2:9][C:10]([C@@H:12]([NH:17][C:18](=[O:41])[O:19][C@H:20]([CH2:25][N:26]2[CH:30]=[CH:29][C:28]([C:31]3[CH:36]=[CH:35][C:34]([C:37]([F:39])([F:38])[F:40])=[CH:33][CH:32]=3)=[N:27]2)[C:21]([CH3:22])([CH3:24])[CH3:23])[CH2:13][CH2:14][CH2:15][CH3:16])=[O:11])[CH:5]=[CH:4][CH:3]=1. Procedure details: (1S)-2,2-dimethyl-1-({3-[4-(trifluoromethyl)phenyl]-1H-pyrazol-1-yl}methyl)propyl (1S)-1-{[(6-fluoro-2-pyridinyl)amino]acetyl}pentylcarbamate was prepared as in example 3g (15% yield) except that (1S)-2,2-dimethyl-1-({3-[4-(trifluoromethyl)phenyl]-1H-pyrazol-1-yl}methyl)propyl (1S)-1-{(1S)-2-[(6-fluoro-2-pyridinyl)amino]-1-hydroxyethyl}pentylcarbamate & (1S)-2,2-dimethyl-1-({3-[4-(trifluoromethyl)phenyl]-1H-pyrazol-1-yl}methyl)propyl (1S)-1-{(1R)-2-[(6-fluoro-2-pyridinyl)amino]-1-hydroxyethyl}pe... The reactants are C1(CC1)C#CCN (3-cyclopropylprop-2-yn-1-amine), S=C1NC(SC1)=O (4-thioxo-1,3-thiazolidin-2-one). Solvent: C(C)O (ethanol). Conditions: time 2 hour. Product: C1(CC1)C#CCNC1=NC(SC1)=O (4-[(3-cyclopropylprop-2-yn-1-yl)amino]-1,3-thiazol-2(5H)-one). The yield is 88.9%. Reaction SMILES: [CH:1]1([C:4]#[C:5][CH2:6][NH2:7])[CH2:3][CH2:2]1.S=[C:9]1[CH2:13][S:12][C:11](=[O:14])[NH:10]1>C(O)C>[CH:1]1([C:4]#[C:5][CH2:6][NH:7][C:9]2[CH2:13][S:12][C:11](=[O:14])[N:10]=2)[CH2:3][CH2:2]1. Procedure: To a solution of 3-cyclopropylprop-2-yn-1-amine (4.61 g) in ethanol (50 mL) was added 4-thioxo-1,3-thiazolidin-2-one (3.24 g), and the mixture was stirred at room temperature for 2 hr. The reaction mixture was concentrated, and the residue was purified by silica gel column chromatography (NH, ethyl acetate/hexane) to give the title compound (4.20 g). Starting materials: Cn1ccc2c(ncn2-c2ccc(F)c(Br)c2)c1=O, CC1(C)OB(c2ccc(F)cc2C#N)OC1(C)C. The product is Cn1ccc2c(ncn2-c2ccc(F)c(-c3ccc(F)cc3C#N)c2)c1=O. Reaction SMILES: [Br:1][c:2]1[cH:3][c:4](-[n:9]2[cH:10][n:11][c:12]3[c:13](=[O:19])[n:14]([CH3:18])[cH:15][cH:16][c:17]23)[cH:5][cH:6][c:7]1[F:8].[F:20][c:21]1[cH:22][cH:23][c:24]([B:29]2[O:30][C:31]([CH3:32])([CH3:33])[C:34]([CH3:35])([CH3:36])[O:37]2)[c:25]([C:26]#[N:27])[cH:28]1>>[c:2]1(-[c:24]2[cH:23][cH:22][c:21]([F:20])[cH:28][c:25]2[C:26]#[N:27])[cH:3][c:4](-[n:9]2[cH:10][n:11][c:12]3[c:13](=[O:19])[n:14]([CH3:18])[cH:15][cH:16][c:17]23)[cH:5][cH:6][c:7]1[F:8]. Starting materials: S(=O)(Cl)Cl (thionyl chloride), IC=1C=C(C=CC1)CCC(=O)O (3-(3-iodophenyl)propionic acid), C(O)([O-])=O.[Na+] (sodium hydrogencarbonate). Solvent: CO (methanol). Run at temperature 40 celsius, time 30 minute. The product is IC=1C=C(C=CC1)CCC(=O)OC (methyl 3-(3-iodophenyl)propionate). As a reaction SMILES: [I:1][C:2]1[CH:3]=[C:4]([CH2:8][CH2:9][C:10]([OH:12])=[O:11])[CH:5]=[CH:6][CH:7]=1.S(Cl)(Cl)=O.[C:17](=O)([O-])O.[Na+]>CO>[I:1][C:2]1[CH:3]=[C:4]([CH2:8][CH2:9][C:10]([O:12][CH3:17])=[O:11])[CH:5]=[CH:6][CH:7]=1 |f:2.3|. Reported procedure: To a solution of the mixture of 3-(3-iodophenyl)propionic acid (12.0 g) in methanol (200 ml) was added thionyl chloride (11.0 g, 92.5 mmol), and the mixture was stirred for 30 minutes at 40° C. To the mixture was added an aqueous saturated sodium hydrogencarbonate solution and the mixture was extracted with toluene:ethyl acetate (1:1). The organic layer was washed with water and an aqueous saturated sodium chloride solution, and dried over sodium sulfate. The solvent was removed under reduced pr... The reactants are C(C)N(CC(CN)(C)C)CC (3-diethylamino-2,2-dimethylpropylamine), C(C=C)(=O)O (acrylic acid), P(O)(O)(O)=O (phosphoric acid). Reagents/catalysts: C=1C=CC(=CC1)NC=2C=CC(=CC2)NC=3C=CC=CC3 (N,N'-diphenyl-p-phenylenediamine). Yields the product C(C)N(CC(CNC(C=C)=O)(C)C)CC (N-(3-diethylamino-2,2-dimethylpropyl)acrylamide). Yield: 59.1%. Reaction SMILES: [CH2:1]([N:3]([CH2:10][CH3:11])[CH2:4][C:5]([CH3:9])([CH3:8])[CH2:6][NH2:7])[CH3:2].[C:12](O)(=[O:15])[CH:13]=[CH2:14].P(=O)(O)(O)O>C1C=CC(NC2C=CC(NC3C=CC=CC=3)=CC=2)=CC=1>[CH2:10]([N:3]([CH2:1][CH3:2])[CH2:4][C:5]([CH3:9])([CH3:8])[CH2:6][NH:7][C:12](=[O:15])[CH:13]=[CH2:14])[CH3:11]. Procedure: Proceeding as in Example 1, 60 g 3-diethylamino-2,2-dimethylpropylamine; 27.3 g acrylic acid; 1.0 g N,N'-diphenyl-p-phenylenediamine; and 1 ml 85% phosphoric acid were mixed. 47.5 g (59%) N-(3-diethylamino-2,2-dimethylpropyl)acrylamide, boiling point 139° to 141° C. at 1.33 Pa, were isolated.